This data is from the Open Reaction Database (ORD), a public repository of structured organic reaction records. The task is: describe an organic reaction: reactants, conditions, products, and yield The reactants are c12c(ncnc1N1CCN(CC1)C(OC(C)(C)C)=O)C=C(CC2)c1c(ccc2c1cnn2[C@@H]1OCCCC1)C. The reagents and catalysts are c1ccc(cc1)-c2c3ccccc3cc4ccccc24 (9-Phenylanthracene), CCN(C(C)C)C(C)C (DIPEA), 10%% Pd/C (dry). The solvent is CC(C)O (IPA), O (H2O). Reaction conditions: temperature 60 celsius, time 18 hour. Yields the product Cc1ccc2c(cnn2C3CCCCO3)c1C4CCc5c(C4)ncnc5N6CCN(CC6)C(=O)OC(C)(C)C. As a reaction SMILES: [CH3:1][c:2]1[c:16]([C:17]([CH2:39][CH2:38][c:37]([c:19]23)[c:23]([N:24]4[CH2:29][CH2:28][N:27]([C:30]([O:32][C:33]([CH3:36])([CH3:35])[CH3:34])=[O:31])[CH2:26][CH2:25]4)[n:22][cH:21][n:20]2)=[CH:18]3)[c:6]5[c:5]([n:9]([CH:10]6[O:15][CH2:14][CH2:13][CH2:12][CH2:11]6)[n:8][cH:7]5)[cH:4][cH:3]1>>[CH3:1][c:2]1[c:16]([CH:17]2[CH2:18][c:19]3[c:37]([c:23]([N:24]4[CH2:29][CH2:28][N:27]([C:30]([O:32][C:33]([CH3:36])([CH3:35])[CH3:34])=[O:31])[CH2:26][CH2:25]4)[n:22][cH:21][n:20]3)[CH2:38][CH2:39]2)[c:6]5[c:5]([n:9]([CH:10]6[O:15][CH2:14][CH2:13][CH2:12][CH2:11]6)[n:8][cH:7]5)[cH:4][cH:3]1.